From a dataset of the Open Reaction Database (ORD), a public repository of structured organic reaction records. describe an organic reaction: reactants, conditions, products, and yield Reactants: ice water, C(C)(C)(C)OC(=O)N1CCC(CC1)C(=O)NNC(=O)C=1C(=NC=C(C1)Br)N (4-[N′-(2-amino-5-bromo-pyridine-3-carbonyl)-hydrazinocarbonyl]-piperidine-1-carboxylic acid tert-butyl ester), C1CCC2=NCCCN2CC1 (DBU), C1=CC=C(C=C1)P(C2=CC=CC=C2)C3=CC=CC=C3 (PPh3), C(Cl)(Cl)(Cl)Cl (CCl4). Run in C(C)#N (ACN). Procedure details: To a solution of 4-[N′-(2-amino-5-bromo-pyridine-3-carbonyl)-hydrazinocarbonyl]-piperidine-1-carboxylic acid tert-butyl ester (1.3 g, 2.939 mmol) in ACN (50 mL) were added DBU (1.68 g, 11.035 mmol), PPh3 (1.95 g, 7.434 mmol) and CCl4 (4 mL, 41.558 mmol) at RT. The reaction mixture was stirred for 18 h at RT. The reaction mixture was poured into ice-water (30 mL), extracted with ethyl acetate (3×50 mL), organic layer was washed with brine dried over anhydrous sodium sulphate concentrated under re... Reaction SMILES: [C:1]([O:5][C:6]([N:8]1[CH2:13][CH2:12][CH:11]([C:14]([NH:16][NH:17][C:18]([C:20]2[C:21]([NH2:27])=[N:22][CH:23]=[C:24]([Br:26])[CH:25]=2)=O)=[O:15])[CH2:10][CH2:9]1)=[O:7])([CH3:4])([CH3:3])[CH3:2].C1CCN2C(=NCCC2)CC1.C1C=CC(P(C2C=CC=CC=2)C2C=CC=CC=2)=CC=1.C(Cl)(Cl)(Cl)Cl>C(#N)C>[C:1]([O:5][C:6]([N:8]1[CH2:9][CH2:10][CH:11]([C:14]2[O:15][C:18]([C:20]3[C:21]([NH2:27])=[N:22][CH:23]=[C:24]([Br:26])[CH:25]=3)=[N:17][N:16]=2)[CH2:12][CH2:13]1)=[O:7])([CH3:2])([CH3:3])[CH3:4]. Run at time 18 hour. Product: C(C)(C)(C)OC(=O)N1CCC(CC1)C=1OC(=NN1)C=1C(=NC=C(C1)Br)N (4-[5-(2-Amino-5-bromo-pyridin-3-yl)-[1,3,4]oxadiazol-2-yl]-piperidine-1-carboxylic acid tert-butyl ester).